This data is from the Open Reaction Database (ORD), a public repository of structured organic reaction records. The task is: describe an organic reaction: reactants, conditions, products, and yield The reactants are Cl.N1=CC=CC=C1 (pyridine hydrochloride), C([O-])([O-])=O.[Na+].[Na+] (sodium carbonate), ClC1=C(C=NC2=CC=C(C=C12)OC)C#N (4-chloro-6-methoxy-3-quinolinecarbonitrile), NC1=CC=C(C(=C1)O)C (5-amino-o-cresol). The solvent is C(C)OCCO (2-ethoxyethanol), O (water). Product: OC=1C=C(C=CC1C)NC1=C(C=NC2=CC=C(C=C12)OC)C#N (4-(3-Hydroxy-4-methyl-phenylamino)-6-methoxy-quinoline-3-carbonitrile). As a reaction SMILES: Cl[C:2]1[C:11]2[C:6](=[CH:7][CH:8]=[C:9]([O:12][CH3:13])[CH:10]=2)[N:5]=[CH:4][C:3]=1[C:14]#[N:15].[NH2:16][C:17]1[CH:22]=[C:21]([OH:23])[C:20]([CH3:24])=[CH:19][CH:18]=1.Cl.N1C=CC=CC=1.C(=O)([O-])[O-].[Na+].[Na+]>C(OCCO)C.O>[OH:23][C:21]1[CH:22]=[C:17]([NH:16][C:2]2[C:11]3[C:6](=[CH:7][CH:8]=[C:9]([O:12][CH3:13])[CH:10]=3)[N:5]=[CH:4][C:3]=2[C:14]#[N:15])[CH:18]=[CH:19][C:20]=1[CH3:24] |f:2.3,4.5.6|. Reported procedure: To a suspension of 218.6 mg (1.0 mmol) of 4-chloro-6-methoxy-3-quinolinecarbonitrile and 147.8 mg (1.20 mmol) of 5-amino-o-cresol in 10 mL of 2-ethoxyethanol was added 115.6 mg (1.0 mmol) of pyridine hydrochloride. The resulting reaction mixture was refluxed for 1 hr, and then the solvent was removed to give a residue. To the residue was added about 30 mL of water and neutralized to pH 7-8 by addition of diluted sodium carbonate solution. The precipitate was collected by filtration and washed wi...